Dataset: the Open Reaction Database (ORD), a public repository of structured organic reaction records. Task: describe an organic reaction: reactants, conditions, products, and yield Yields the product NC(=NC(C1=CC(=C(C=C1)OC=1C=NC(=CC1)C)S(=O)(=O)C)=O)N (N-diaminomethylene-3-methylsulfonyl-4-(6-methyl-3-pyridyloxy)benzamide). The reactants are NC(=N)N (guanidine), CC1=CC=C(C=N1)O[Si](C)(C)C (6-methyl-3-trimethylsilyloxypyridine), CI.C(=O)([O-])[O-].[K+].[K+] (methyl iodide K2CO3), CS(=O)(=O)C=1C=C(C(=O)OC)C=CC1OC=1C=NC(=CC1)C (methyl 3-methylsulfonyl-4-(6-methyl-3-pyridyloxy)benzoate), CS(=O)(=O)C=1C=C(C(=O)O)C=CC1Cl (3-methylsulfonyl-4-chlorobenzoic acid). Reported procedure: In analogy with Example 2, reacting guanidine with methyl 3-methylsulfonyl-4-(6-methyl-3-pyridyloxy)benzoate [obtainable by reacting 3-methylsulfonyl-4-chlorobenzoic acid with 6-methyl-3-trimethylsilyloxypyridine and subsequently esterifying the product with methyl iodide/K2CO3 in DMF] gives N-diaminomethylene-3-methylsulfonyl-4-(6-methyl-3-pyridyloxy)benzamide, m.p. 197-199°. Solvent: CN(C)C=O (DMF). RXN SMILES: [NH2:1][C:2]([NH2:4])=[NH:3].[CH3:5][S:6]([C:9]1[CH:10]=[C:11]([CH:16]=[CH:17][C:18]=1[O:19][C:20]1[CH:21]=[N:22][C:23]([CH3:26])=[CH:24][CH:25]=1)[C:12](OC)=[O:13])(=[O:8])=[O:7].CS(C1C=C(C=CC=1Cl)C(O)=O)(=O)=O.CC1N=CC(O[Si](C)(C)C)=CC=1.CI.C([O-])([O-])=O.[K+].[K+]>CN(C=O)C>[NH2:3][C:2]([NH2:4])=[N:1][C:12](=[O:13])[C:11]1[CH:16]=[CH:17][C:18]([O:19][C:20]2[CH:21]=[N:22][C:23]([CH3:26])=[CH:24][CH:25]=2)=[C:9]([S:6]([CH3:5])(=[O:7])=[O:8])[CH:10]=1 |f:4.5.6.7|. Starting materials: [N+](=O)([O-])C1=C(COC(=O)NC(C)[C@@H]2C(N[C@H]2CCOC(C)=O)=O)C=CC=C1 (Trans-3-(1-o-nitrobenzyloxycarbonylaminoethyl)-4-(2-acetoxyethyl)-2-azetidinone), C(C=O)(=O)OCC1=C(C=CC=C1)[N+](=O)[O-] (Ortho-nitrobenzyl glyoxalate), di-o-nitrobenzyl tartarate, O (water). Solvent: C1=CC=CC=C1 (benzene). Yields the product [N+](=O)([O-])C1=C(COC(=O)C(N2C([C@H]([C@@H]2CCOC(C)=O)C(C)NC(=O)OCC2=C(C=CC=C2)[N+](=O)[O-])=O)O)C=CC=C1 (trans 1-(o-nitrobenzyloxycarbonylhydroxymethyl)-3-(1-o-nitrobenzyloxycarbonylaminoethyl)-4-(2'-acetoxyethyl)-2-azetidinone). Yield: 87.0%. Reaction SMILES: [C:1]([O:5][CH2:6][C:7]1[CH:12]=[CH:11][CH:10]=[CH:9][C:8]=1[N+:13]([O-:15])=[O:14])(=[O:4])[CH:2]=[O:3].O.[N+:17]([C:20]1[CH:43]=[CH:42][CH:41]=[CH:40][C:21]=1[CH2:22][O:23][C:24]([NH:26][CH:27]([C@H:29]1[C@H:32]([CH2:33][CH2:34][O:35][C:36](=[O:38])[CH3:37])[NH:31][C:30]1=[O:39])[CH3:28])=[O:25])([O-:19])=[O:18]>C1C=CC=CC=1>[N+:13]([C:8]1[CH:9]=[CH:10][CH:11]=[CH:12][C:7]=1[CH2:6][O:5][C:1]([CH:2]([OH:3])[N:31]1[C@@H:32]([CH2:33][CH2:34][O:35][C:36](=[O:38])[CH3:37])[C@H:29]([CH:27]([NH:26][C:24]([O:23][CH2:22][C:21]2[CH:40]=[CH:41][CH:42]=[CH:43][C:20]=2[N+:17]([O-:19])=[O:18])=[O:25])[CH3:28])[C:30]1=[O:39])=[O:4])([O-:15])=[O:14]. Procedure details: Ortho-nitrobenzyl glyoxalate prepared from (0.650 g, 0.00153 mole) of di-o-nitrobenzyl tartarate, is dissolved in 20 ml benzene and refluxed using a Dean-Stark water separator containing CaH2 for an hour. Trans-3-(1-o-nitrobenzyloxycarbonylaminoethyl)-4-(2-acetoxyethyl)-2-azetidinone (0.580 g, 0.00153 mole) is added and the mixture is refluxed for 8 hrs, cooled, evaporated. The residue is column chromatographed (silica gel, ##STR222## to give 0.775 g (0.00132 mole, 87% yield) of the product. Reactants: O1CCCC=C1 (Dihydropyran), ClCCCCO (4-chlorobutanol). The reagents and catalysts are Cl (hydrochloric acid). Reaction conditions: time 30 minute. Product: ClCCCCOC1OCCCC1 (2-[(4-Chlorobutyl)oxy]tetrahydropyran). Yield: 89.9%. Reaction SMILES: [O:1]1[CH:6]=[CH:5][CH2:4][CH2:3][CH2:2]1.[Cl:7][CH2:8][CH2:9][CH2:10][CH2:11][OH:12]>Cl>[Cl:7][CH2:8][CH2:9][CH2:10][CH2:11][O:12][CH:6]1[CH2:5][CH2:4][CH2:3][CH2:2][O:1]1. Procedure: Dihydropyran (15.5 g) was added dropwise to a mixture of 4-chlorobutanol (20 g) and hydrochloric acid (18 M, 1 drop) at RT. The mixture was stirred for 30 min and washed with H2O (100 ml), aqueous NaHCO3 (1 M, 50 ml) and BR (50 ml). The dried liquid was heated under reduced pressure to leave the title compound as a colourless liquid (31.9 g). T.l.c. [L] Rf 0.5.